From a dataset of the Open Reaction Database (ORD), a public repository of structured organic reaction records. describe an organic reaction: reactants, conditions, products, and yield The solvent is CO (methanol). Procedure: Concentrated hydrochloric acid (0.1 mL) was added to a solution of 4-mesityl-3-methyl-1H-5-pyrazoleamine (2.5 g, 11.61 mmol) and ethyl 2-cyano-3-ethoxy-2-butenoate (2.13 g, 11.61 mmol) in methanol (30 mL), followed by heating under reflux for 18 hours. The reaction mixture was evaporated as it was. Then, water was added and a 5N aqueous solution of sodium hydroxide was added under ice-cooling, to neutralize. Further, the mixture was extracted with ethyl acetate, and the organic layer was washed ... Product: NC1=C(C(=NC=2N1N=C(C2C2=C(C=C(C=C2C)C)C)C)C)C(=O)OCC (Ethyl 7-amino-3-mesityl-2,5-dimethylpyrazolo[1,5-a]primidin-6-carboxylate). RXN SMILES: Cl.[C:2]1([CH3:17])[CH:7]=[C:6]([CH3:8])[CH:5]=[C:4]([CH3:9])[C:3]=1[C:10]1[C:11]([CH3:16])=[N:12][NH:13][C:14]=1[NH2:15].[C:18]([C:20](=[C:26](OCC)[CH3:27])[C:21]([O:23][CH2:24][CH3:25])=[O:22])#[N:19]>CO>[NH2:19][C:18]1[N:13]2[N:12]=[C:11]([CH3:16])[C:10]([C:3]3[C:4]([CH3:9])=[CH:5][C:6]([CH3:8])=[CH:7][C:2]=3[CH3:17])=[C:14]2[N:15]=[C:26]([CH3:27])[C:20]=1[C:21]([O:23][CH2:24][CH3:25])=[O:22]. Starting materials: Cl (hydrochloric acid), C1(=C(C(=CC(=C1)C)C)C=1C(=NNC1N)C)C (4-mesityl-3-methyl-1H-5-pyrazoleamine), C(#N)C(C(=O)OCC)=C(C)OCC (ethyl 2-cyano-3-ethoxy-2-butenoate). Isolated yield 20.4%. The reactants are OC=1C=C2CCCC(C2=CC1)=O (6-hydroxy-1-tetralone), FC1=CC=C(C=O)C=C1 (4-fluorobenzaldehyde), Cl (hydrochloric acid), CO (methanol). The solvent is O (water). Product: FC1=CC=C(C=C1)C=C1C(C2=CC=C(C=C2CC1)O)=O (2-[(4-fluorophenyl)methylene]-6-hydroxy-1-tetralone). RXN SMILES: [OH:1][C:2]1[CH:3]=[C:4]2[C:9](=[CH:10][CH:11]=1)[C:8](=[O:12])[CH2:7][CH2:6][CH2:5]2.[F:13][C:14]1[CH:21]=[CH:20][C:17]([CH:18]=O)=[CH:16][CH:15]=1.Cl.CO>O>[F:13][C:14]1[CH:21]=[CH:20][C:17]([CH:18]=[C:7]2[CH2:6][CH2:5][C:4]3[C:9](=[CH:10][CH:11]=[C:2]([OH:1])[CH:3]=3)[C:8]2=[O:12])=[CH:16][CH:15]=1. Reported procedure: After 6-hydroxy-1-tetralone 1.0 g and 4-fluorobenzaldehyde 0.79 ml were added to a mixture of concentrated hydrochloric acid 50 ml and methanol 75 ml, the mixture was refluxed for 1.5 hours and cooled to room temperature, and water 300 mg was added. The precipitated crystals were filtered. The crystals were dried over phosphorous pentoxide for four hours under reduced pressure to obtain the desired compound 0.65 g. The reactants are ClC=1C(=C(C=C2C(C(=CN(C12)C1=CC(=C(C=C1)F)O)C(=O)O)=O)F)F (8-Chloro-6,7-difluoro-1-(4-fluoro-3-hydroxyphenyl)-4-oxo-1,4-dihydroquinoline-3-carboxylic acid), CN (methylamine). The solvent is N1=CC=CC=C1 (pyridine). Conditions: time 63 hour. Product: ClC=1C(=C(C=C2C(C(=CN(C12)C1=CC(=C(C=C1)F)O)C(=O)O)=O)F)NC (8-Chloro-6-fluoro-1-(4-fluoro-3-hydroxyphenyl)-7-methylamino-4-oxo-1,4-dihydroquinoline-3-carboxylic Acid). Isolated yield 98.7%. RXN SMILES: [Cl:1][C:2]1[C:3](F)=[C:4]([F:24])[CH:5]=[C:6]2[C:11]=1[N:10]([C:12]1[CH:17]=[CH:16][C:15]([F:18])=[C:14]([OH:19])[CH:13]=1)[CH:9]=[C:8]([C:20]([OH:22])=[O:21])[C:7]2=[O:23].[CH3:26][NH2:27]>N1C=CC=CC=1>[Cl:1][C:2]1[C:3]([NH:27][CH3:26])=[C:4]([F:24])[CH:5]=[C:6]2[C:11]=1[N:10]([C:12]1[CH:17]=[CH:16][C:15]([F:18])=[C:14]([OH:19])[CH:13]=1)[CH:9]=[C:8]([C:20]([OH:22])=[O:21])[C:7]2=[O:23]. Procedure: 8-Chloro-6,7-difluoro-1-(4-fluoro-3-hydroxyphenyl)-4-oxo-1,4-dihydroquinoline-3-carboxylic acid (300 mg) and an aqueous solution (about 40%; 600 mg) of methylamine were added to pyridine (1,500 mg), and the mixture was stirred at room temperature for 63 hours. The reaction mixture was concentrated under reduced pressure. A process of adding ethanol (3 ml) to the residue and then concentrating the mixture under reduced pressure was conducted twice repeatedly. Ethanol (4 ml) was added to the resul...